The task is: describe an organic reaction: reactants, conditions, products, and yield. This data is from the Open Reaction Database (ORD), a public repository of structured organic reaction records. Starting materials: CN(C)c1ccccc1, CC(C)c1cnc(=O)[nH]c1, O=P(Cl)(Cl)Cl. Yields the product CC(C)c1cnc(Cl)nc1. As a reaction SMILES: [CH3:16][N:17]([c:18]1[cH:19][cH:20][cH:21][cH:22][cH:23]1)[CH3:24].[CH:1]([CH3:2])([CH3:3])[c:4]1[cH:5][n:6][c:7](=[O:10])[nH:8][cH:9]1.[P:11]([Cl:12])([Cl:13])([Cl:14])=[O:15]>>[CH:1]([CH3:2])([CH3:3])[c:4]1[cH:5][n:6][c:7]([Cl:13])[n:8][cH:9]1. Starting materials: CS(C)=O, CN1CCNCC1, CC(=O)c1ccc(F)cc1. Yields the product CC(=O)c1ccc(N2CCN(C)CC2)cc1. As a reaction SMILES: [CH3:18][S:19]([CH3:20])=[O:21].[CH3:1][N:2]1[CH2:3][CH2:4][NH:5][CH2:6][CH2:7]1.[F:8][c:9]1[cH:10][cH:11][c:12]([C:15]([CH3:16])=[O:17])[cH:13][cH:14]1>>[CH3:1][N:2]1[CH2:3][CH2:4][N:5]([c:9]2[cH:10][cH:11][c:12]([C:15]([CH3:16])=[O:17])[cH:13][cH:14]2)[CH2:6][CH2:7]1. The reactants are Cl.Cl.Cl.ON(C(=NCCSCC1=C(N=CN1)C)N)CCSCC1=C(N=CN1)C (N-Hydroxy-N,N"-bis[2-((4-methyl-5-imidazolyl)methylthio)ethyl]guanidine trihydrochloride), S(=O)(=O)(O)O.NN (hydrazine sulphate), C(O)([O-])=O.[K+] (potassium hydrogen carbonate). RXN SMILES: [ClH:1].Cl.Cl.O[N:5]([CH2:19][CH2:20][S:21][CH2:22][C:23]1[NH:27][CH:26]=[N:25][C:24]=1[CH3:28])[C:6]([NH2:18])=[N:7][CH2:8][CH2:9][S:10][CH2:11][C:12]1[NH:16][CH:15]=[N:14][C:13]=1[CH3:17].S(O)(O)(=O)=O.[NH2:34]N.C(=O)([O-])O.[K+]>CN(C)C=O>[ClH:1].[ClH:1].[ClH:1].[NH2:34][NH:18][C:6]([NH:5][CH2:19][CH2:20][S:21][CH2:22][C:23]1[NH:27][CH:26]=[N:25][C:24]=1[CH3:28])=[N:7][CH2:8][CH2:9][S:10][CH2:11][C:12]1[NH:16][CH:15]=[N:14][C:13]=1[CH3:17] |f:0.1.2.3,4.5,6.7,9.10.11.12|. Reaction conditions: time 3 hour. The solvent is CN(C=O)C (dimethyl formamide). Procedure details: A mixture of the isothiourea trihydrochloride from Example 2 (ii) (5.1 g), hydrazine sulphate (1.6 g), potassium hydrogen carbonate (7.0 g) and anhydrous dimethyl formamide (60 ml) was stirred at 70° for 3 hours. Following cooling and filtration the filtrate containing the free base was treated with an excess of ethanolic hydrogen chloride to give the title compound. Yields the product Cl.Cl.Cl.NNC(=NCCSCC1=C(N=CN1)C)NCCSCC1=C(N=CN1)C (N-Amino-N',N"-bis[2-((4-methyl-5-imidazolyl)methylthio)ethyl]guanidine trihydrochloride). The reactants are O1CCN(CC1)C=1C2=C(N=C(N1)[Sn](CCCC)(CCCC)CCCC)SC(=N2)CN2CCC(CC2)C(C)(C)O (2-(1-((7-morpholino-5-(tributylstannyl)thiazolo[5,4-d]pyrimidin-2-yl)methyl)piperidin-4-yl)propan-2-ol), IC1=NNC2=CC=CC=C12 (3-iodo-1H-indazole). The reagents and catalysts are S1C(=CC=C1)C(=O)[O-].[Cu+] (copper(I) 2-thiophene carboxylate), C=1C=CC(=CC1)[P](C=2C=CC=CC2)(C=3C=CC=CC3)[Pd]([P](C=4C=CC=CC4)(C=5C=CC=CC5)C=6C=CC=CC6)([P](C=7C=CC=CC7)(C=8C=CC=CC8)C=9C=CC=CC9)[P](C=1C=CC=CC1)(C=1C=CC=CC1)C=1C=CC=CC1 (Pd(PPh3)4). Solvent: O1CCOCC1 (dioxane). The product is N1N=C(C2=CC=CC=C12)C=1N=C(C2=C(N1)SC(=N2)CN2CCC(CC2)C(C)(C)O)N2CCOCC2 (2-(1-((5-(1H-indazol-3-yl)-7-morpholinothiazolo[5,4-d]pyrimidin-2-yl)methyl)piperidin-4-yl)propan-2-ol). The yield is 27.2%. RXN SMILES: [O:1]1[CH2:6][CH2:5][N:4]([C:7]2[C:8]3[N:28]=[C:27]([CH2:29][N:30]4[CH2:35][CH2:34][CH:33]([C:36]([OH:39])([CH3:38])[CH3:37])[CH2:32][CH2:31]4)[S:26][C:9]=3[N:10]=[C:11]([Sn](CCCC)(CCCC)CCCC)[N:12]=2)[CH2:3][CH2:2]1.I[C:41]1[C:49]2[C:44](=[CH:45][CH:46]=[CH:47][CH:48]=2)[NH:43][N:42]=1>O1CCOCC1.S1C=CC=C1C([O-])=O.[Cu+].C1C=CC([P]([Pd]([P](C2C=CC=CC=2)(C2C=CC=CC=2)C2C=CC=CC=2)([P](C2C=CC=CC=2)(C2C=CC=CC=2)C2C=CC=CC=2)[P](C2C=CC=CC=2)(C2C=CC=CC=2)C2C=CC=CC=2)(C2C=CC=CC=2)C2C=CC=CC=2)=CC=1>[NH:43]1[C:44]2[C:49](=[CH:48][CH:47]=[CH:46][CH:45]=2)[C:41]([C:11]2[N:12]=[C:7]([N:4]3[CH2:5][CH2:6][O:1][CH2:2][CH2:3]3)[C:8]3[N:28]=[C:27]([CH2:29][N:30]4[CH2:35][CH2:34][CH:33]([C:36]([OH:39])([CH3:38])[CH3:37])[CH2:32][CH2:31]4)[S:26][C:9]=3[N:10]=2)=[N:42]1 |f:3.4,^1:68,70,89,108|. Procedure details: A mixture of 2-(1-((7-morpholino-5-(tributylstannyl)thiazolo[5,4-d]pyrimidin-2-yl)methyl)piperidin-4-yl)propan-2-ol (0.211 g, 0.32 mmol), 3-iodo-1H-indazole (0.116 g, 0.48 mmol), copper(I) 2-thiophene carboxylate (0.012 g, 0.064 mmol) and Pd(PPh3)4 (0.037 g, 0.032 mmol) in dioxane (3 mL)was subjected to microwave irradiation at 150° C. for 90 min. The reaction mixture was loaded onto an Isolute® SCX-2 cartridge. The cartridge was washed with MeOH and the desired product was eluted using 2 M NH3 ... Starting materials: C(C)(=O)O[C@@H](C(=O)O)[C@@H]1C(N(CCO1)C=1C=C2C(N(CC2=CC1)C)=O)=O ((R)-2-acetoxy-2-((R)-4-(2-methyl-3-oxoisoindolin-5-yl)-3-oxomorpholin-2-yl)acetic acid), O=C1NC(=NO1)C1=CC=C(C=C1)[NH-] (4-(5-oxo-4,5-dihydro-[1,2,4]oxadiazol-3-yl)-phenyl amide), CCN=C=NCCCN(C)C (EDCI). Solvent: CC#N (CH3CN). Conditions: time 72 hour. Product: C(C)(=O)O[C@@H](C(NC1=CC=C(C=C1)C1=NOC(N1)=O)=O)[C@@H]1C(N(CCO1)C=1C=C2C(N(CC2=CC1)C)=O)=O ((R)-1-((R)-4-(2-methyl-3-oxoisoindolin-5-yl)-3-oxomorpholin-2-yl)-2-oxo-2-(4-(5-oxo-4,5-dihydro-1,2,4-oxadiazol-3-yl)phenylamino)ethyl acetate). The yield is 52.1%. RXN SMILES: [C:1]([O:4][C@H:5]([C@H:9]1[O:14][CH2:13][CH2:12][N:11]([C:15]2[CH:16]=[C:17]3[C:21](=[CH:22][CH:23]=2)[CH2:20][N:19]([CH3:24])[C:18]3=[O:25])[C:10]1=[O:26])[C:6](O)=[O:7])(=[O:3])[CH3:2].[O:27]=[C:28]1[O:32][N:31]=[C:30]([C:33]2[CH:38]=[CH:37][C:36]([NH-:39])=[CH:35][CH:34]=2)[NH:29]1.CCN=C=NCCCN(C)C>CC#N>[C:1]([O:4][C@H:5]([C@H:9]1[O:14][CH2:13][CH2:12][N:11]([C:15]2[CH:16]=[C:17]3[C:21](=[CH:22][CH:23]=2)[CH2:20][N:19]([CH3:24])[C:18]3=[O:25])[C:10]1=[O:26])[C:6](=[O:7])[NH:39][C:36]1[CH:35]=[CH:34][C:33]([C:30]2[NH:29][C:28](=[O:27])[O:32][N:31]=2)=[CH:38][CH:37]=1)(=[O:3])[CH3:2]. Procedure details: To a solution of compound 70-4 (40 mg) in CH3CN (1 mL) at 0° C. was added 4-(5-oxo-4,5-dihydro-[1,2,4]oxadiazol-3-yl)-phenyl amide (21 mg) followed by EDCI (25 mg). The reaction mixture was warmed to rt and stirred for 72 h. The mixture was concentrated under reduced pressure and placed under high vacuum. The crude material was purified by reverse phase HPLC using a C18 column and a gradient of (89.95:9.95:0.1 H2O:MeCN:HCO2H to 9.95:89.95:0.1 H2O:MeCN:HCO2H) to afford compound 70-5 (30 mg) as a ... Reactants: O=C([O-])O, CCN=C=NCCCN(C)C, COc1ccc(CC(NC(=O)C2CCCCN2S(=O)(=O)c2cccc(C(F)(F)F)c2)C(=O)O)cc1, ClCCl, NC1CCOCC1, [Na+]. Yields the product COc1ccc(CC(NC(=O)C2CCCCN2S(=O)(=O)c2cccc(C(F)(F)F)c2)C(=O)NC2CCOCC2)cc1. As a reaction SMILES: [C:43](=[O:44])([OH:45])[O-:46].[CH3:48][CH2:49][N:50]=[C:51]=[N:52][CH2:53][CH2:54][CH2:55][N:56]([CH3:57])[CH3:58].[CH3:8][O:9][c:10]1[cH:11][cH:12][c:13]([CH2:16][CH:17]([C:18](=[O:19])[OH:20])[NH:21][C:22](=[O:23])[CH:24]2[N:25]([S:30](=[O:31])(=[O:32])[c:33]3[cH:34][c:35]([C:39]([F:40])([F:41])[F:42])[cH:36][cH:37][cH:38]3)[CH2:26][CH2:27][CH2:28][CH2:29]2)[cH:14][cH:15]1.[Cl:59][CH2:60][Cl:61].[NH2:1][CH:2]1[CH2:3][CH2:4][O:5][CH2:6][CH2:7]1.[Na+:47]>>[NH:1]([CH:2]1[CH2:3][CH2:4][O:5][CH2:6][CH2:7]1)[C:18]([CH:17]([CH2:16][c:13]1[cH:12][cH:11][c:10]([O:9][CH3:8])[cH:15][cH:14]1)[NH:21][C:22](=[O:23])[CH:24]1[N:25]([S:30](=[O:31])(=[O:32])[c:33]2[cH:34][c:35]([C:39]([F:40])([F:41])[F:42])[cH:36][cH:37][cH:38]2)[CH2:26][CH2:27][CH2:28][CH2:29]1)=[O:19]. Reactants: CC(=O)[O-], CC(=O)[O-], COc1ccc(B(O)O)cc1Cl, ClCCl, [Cu+2], c1ccc(COc2cccc3[nH]ncc23)cc1, c1ccncc1. Product: COc1ccc(-n2ncc3c(OCc4ccccc4)cccc32)cc1Cl. RXN SMILES: [C:39]([O-:40])(=[O:41])[CH3:42].[C:44]([O-:45])(=[O:46])[CH3:47].[Cl:18][c:19]1[cH:20][c:21]([B:27]([OH:28])[OH:29])[cH:22][cH:23][c:24]1[O:25][CH3:26].[Cl:36][CH2:37][Cl:38].[Cu+2:43].[c:1]1([CH2:7][O:8][c:9]2[c:10]3[cH:11][n:12][nH:13][c:14]3[cH:15][cH:16][cH:17]2)[cH:2][cH:3][cH:4][cH:5][cH:6]1.[cH:30]1[cH:31][cH:32][n:33][cH:34][cH:35]1>>[c:1]1([CH2:7][O:8][c:9]2[c:10]3[cH:11][n:12][n:13](-[c:21]4[cH:20][c:19]([Cl:18])[c:24]([O:25][CH3:26])[cH:23][cH:22]4)[c:14]3[cH:15][cH:16][cH:17]2)[cH:2][cH:3][cH:4][cH:5][cH:6]1. The reactants are BrC1=C(C=CC=C1)F (1-bromo-2-fluorobenzene), [Cl-].[NH4+] (ammonium chloride), BrC1=C(C=CC=C1)F (1-Bromo-2-fluorobenzene), O1C(CCCC1)O[C@H](C(=O)N1CCOCC1)C (4-[(2S)-2-(3,4,5,6-tetrahydro-2H-pyran-2-yloxy)propionyl]morpholine), [Mg] (magnesium). Run in O1CCCC1 (tetrahydrofuran). Product: FC1=C(C=CC=C1)C([C@H](C)OC1OCCCC1)=O ((2S)-2′-fluoro-2-(3,4,5,6-tetrahydro-2H-pyran-2-yloxy)-propiophenone). The yield is 103.6%. As a reaction SMILES: Br[C:2]1[CH:7]=[CH:6][CH:5]=[CH:4][C:3]=1[F:8].[O:9]1[CH2:14][CH2:13][CH2:12][CH2:11][CH:10]1[O:15][C@@H:16]([CH3:25])[C:17](N1CCOCC1)=[O:18].[Mg].[Cl-].[NH4+]>O1CCCC1>[F:8][C:3]1[CH:4]=[CH:5][CH:6]=[CH:7][C:2]=1[C:17](=[O:18])[C@@H:16]([O:15][CH:10]1[CH2:11][CH2:12][CH2:13][CH2:14][O:9]1)[CH3:25] |f:3.4|. Reported procedure: 1-Bromo-2-fluorobenzene (15 g) and 4-[(2S)-2-(3,4,5,6-tetrahydro-2H-pyran-2-yloxy)propionyl]morpholine (40 g) were dissolved in tetrahydrofuran (200 ml), to which magnesium (turnings: 4.4 g) was added. The mixture was stirred vigorously. The reaction flask was cooled when the temperature of the reaction solution reached to 35° C., and 1-bromo-2-fluorobenzene (16.7 g) was added thereto over the period of 10 minutes while the temperature of the reaction solution was kept at 35 to 37° C. After the ... Starting materials: [Br-], CCOC(=O)c1cc(C)n(CC(O[SiH](C)C)C(C)(C)C)n1, [K+]. The product is Cc1cc(C(=O)O)nn1CC(O[SiH](C)C)C(C)(C)C. Reaction SMILES: [Br-:22].[C:1]([CH3:2])([CH3:3])([CH3:4])[CH:5]([CH2:6][n:7]1[n:8][c:9]([C:13](=[O:14])[O:15][CH2:16][CH3:17])[cH:10][c:11]1[CH3:12])[O:18][SiH:19]([CH3:20])[CH3:21].[K+:23]>>[C:1]([CH3:2])([CH3:3])([CH3:4])[CH:5]([CH2:6][n:7]1[n:8][c:9]([C:13](=[O:14])[OH:15])[cH:10][c:11]1[CH3:12])[O:18][SiH:19]([CH3:20])[CH3:21]. The reactants are NC(=O)C1(Nc2ccc(Cl)cc2)CCN(Cc2ccccc2)CC1, CO, [NH4+], [OH-], O, Cc1ccccc1S(=O)(=O)O. Product: COC(=O)C1(Nc2ccc(Cl)cc2)CCN(Cc2ccccc2)CC1. As a reaction SMILES: [CH2:1]([c:2]1[cH:3][cH:4][cH:5][cH:6][cH:7]1)[N:8]1[CH2:9][CH2:10][C:11]([C:14](=[O:15])[NH2:16])([NH:17][c:18]2[cH:19][cH:20][c:21]([Cl:24])[cH:22][cH:23]2)[CH2:12][CH2:13]1.[CH3:38][OH:39].[NH4+:36].[OH-:37].[OH2:40].[c:25]1([CH3:26])[c:27]([S:28]([OH:29])(=[O:30])=[O:31])[cH:32][cH:33][cH:34][cH:35]1>>[CH2:1]([c:2]1[cH:3][cH:4][cH:5][cH:6][cH:7]1)[N:8]1[CH2:9][CH2:10][C:11]([C:14](=[O:15])[O:37][CH3:38])([NH:17][c:18]2[cH:19][cH:20][c:21]([Cl:24])[cH:22][cH:23]2)[CH2:12][CH2:13]1.